Dataset: the Open Reaction Database (ORD), a public repository of structured organic reaction records. Task: describe an organic reaction: reactants, conditions, products, and yield Reactants: C(C)OC1=NC=C(C=C1)C(C)=NOCCO (2-[1-(2-ethoxy-5-pyridyl)ethylideneaminooxy]ethanol), N(=NC(=O)OCC)C(=O)OCC (diethyl azodicarboxylate), OC1=CC=C(CC2C(N(C(S2)=O)C(C2=CC=CC=C2)(C2=CC=CC=C2)C2=CC=CC=C2)=O)C=C1 (5-(4-hydroxybenzyl)-3-tritylthiazolidine-2,4-dione), C1(=CC=CC=C1)P(C1=CC=CC=C1)C1=CC=CC=C1 (triphenylphosphine). Product: C(C)OC1=NC=C(C=C1)C(C)=NOCCOC1=CC=C(CC2C(N(C(S2)=O)C(C2=CC=CC=C2)(C2=CC=CC=C2)C2=CC=CC=C2)=O)C=C1 (5-(4-{2-[1-(2-Ethoxy-5-pyridyl)ethylideneaminooxy]ethoxy}benzyl)-3-tritylthiazolidine-2,4-dione). The yield is 80.7%. As a reaction SMILES: [CH2:1]([O:3][C:4]1[CH:9]=[CH:8][C:7]([C:10](=[N:12][O:13][CH2:14][CH2:15][OH:16])[CH3:11])=[CH:6][N:5]=1)[CH3:2].O[C:18]1[CH:50]=[CH:49][C:21]([CH2:22][CH:23]2[S:27][C:26](=[O:28])[N:25]([C:29]([C:42]3[CH:47]=[CH:46][CH:45]=[CH:44][CH:43]=3)([C:36]3[CH:41]=[CH:40][CH:39]=[CH:38][CH:37]=3)[C:30]3[CH:35]=[CH:34][CH:33]=[CH:32][CH:31]=3)[C:24]2=[O:48])=[CH:20][CH:19]=1.C1(P(C2C=CC=CC=2)C2C=CC=CC=2)C=CC=CC=1.N(C(OCC)=O)=NC(OCC)=O>>[CH2:1]([O:3][C:4]1[CH:9]=[CH:8][C:7]([C:10](=[N:12][O:13][CH2:14][CH2:15][O:16][C:18]2[CH:50]=[CH:49][C:21]([CH2:22][CH:23]3[S:27][C:26](=[O:28])[N:25]([C:29]([C:42]4[CH:47]=[CH:46][CH:45]=[CH:44][CH:43]=4)([C:36]4[CH:37]=[CH:38][CH:39]=[CH:40][CH:41]=4)[C:30]4[CH:35]=[CH:34][CH:33]=[CH:32][CH:31]=4)[C:24]3=[O:48])=[CH:20][CH:19]=2)[CH3:11])=[CH:6][N:5]=1)[CH3:2]. Procedure details: Following a procedure similar to that described in Example 1(a), but using 410 mg of 2-[1-(2-ethoxy-5-pyridyl)ethylideneaminooxy]ethanol (prepared as described in Preparation 19), 655 mg of 5-(4-hydroxybenzyl)-3-tritylthiazolidine-2,4-dione, 480 mg of triphenylphosphine and 319 mg of diethyl azodicarboxylate, 763 mg of the title compound were obtained as a foam-like solid. The reactants are C(C1=CC=CC=C1)OC(=O)NC=1C(N(C=C(C1)CC1=CC(=CC=C1)NC(C(F)(F)F)=O)CC(=O)NC(C(C(F)(F)F)=O)C(C)C)=O (2-[3-Benzyloxycarbonylamino-5-(3-trifluoroacetylaminobenzyl)-2-oxo-1,2-dihydro-1-pyridyl]-N-(3,3,3-trifluoro-1-isopropyl-2-oxopropyl)acetamide), [OH-].[Na+] (sodium hydroxide). Solvent: CO (methanol). Run at time 6 hour. The product is NC=1C=C(CC=2C=C(C(N(C2)CC(=O)NC(C(C(F)(F)F)=O)C(C)C)=O)NC(=O)OC)C=CC1 (2-[5-(3-Aminobenzyl)-3-methoxycarbonylamino-2-oxo-1,2-dihydro-1-pyridyl]-N-(3,3,3-trifluoro-1-isopropyl-2-oxopropyl)acetamide). Yield: 50.0%. As a reaction SMILES: [CH2:1]([O:8][C:9]([NH:11][C:12]1[C:13](=[O:46])[N:14]([CH2:32][C:33]([NH:35][CH:36]([CH:43]([CH3:45])[CH3:44])[C:37](=[O:42])[C:38]([F:41])([F:40])[F:39])=[O:34])[CH:15]=[C:16]([CH2:18][C:19]2[CH:24]=[CH:23][CH:22]=[C:21]([NH:25]C(=O)C(F)(F)F)[CH:20]=2)[CH:17]=1)=[O:10])C1C=CC=CC=1.[OH-].[Na+]>CO>[NH2:25][C:21]1[CH:20]=[C:19]([CH:24]=[CH:23][CH:22]=1)[CH2:18][C:16]1[CH:17]=[C:12]([NH:11][C:9]([O:8][CH3:1])=[O:10])[C:13](=[O:46])[N:14]([CH2:32][C:33]([NH:35][CH:36]([CH:43]([CH3:45])[CH3:44])[C:37](=[O:42])[C:38]([F:39])([F:40])[F:41])=[O:34])[CH:15]=1 |f:1.2|. Reported procedure: 2-[3-Benzyloxycarbonylamino-5-(3-trifluoroacetylaminobenzyl)-2-oxo-1,2-dihydro-1-pyridyl]-N-(3,3,3-trifluoro-1-isopropyl-2-oxopropyl)acetamide (0.19 g), and 1N sodium hydroxide (3 mL) were combined in methanol and allowed to stir for 6 h. The methanol was evaporated, the residue was dissolved in ethyl acetate, dried, evaporated, and purified by chromatography, eluting with ethyl acetate:dichloromethane (gradient, 0:100, 5:95), to give the title compound (0.070 g).